This data is from the Open Reaction Database (ORD), a public repository of structured organic reaction records. The task is: describe an organic reaction: reactants, conditions, products, and yield Starting materials: Clc1ccc(Br)cc1, CC1CN(c2ccc(-c3ccc(F)cc3)cc2)CCN1. Yields the product CC1CN(c2ccc(Cl)cc2)CCN1. As a reaction SMILES: [Br:21][c:22]1[cH:23][cH:24][c:25]([Cl:28])[cH:26][cH:27]1.[F:1][c:2]1[cH:3][cH:4][c:5](-[c:8]2[cH:9][cH:10][c:11]([N:14]3[CH2:15][CH:16]([CH3:20])[NH:17][CH2:18][CH2:19]3)[cH:12][cH:13]2)[cH:6][cH:7]1>>[c:8]1([Cl:28])[cH:9][cH:10][c:11]([N:14]2[CH2:15][CH:16]([CH3:20])[NH:17][CH2:18][CH2:19]2)[cH:12][cH:13]1. Reactants: Cl (hydrochloric acid), NC1=C(C=CC=C1)N1N=NN(C1=O)CCCC1CCCC1 (1-(-Aminophenyl)-4-(3-Cyclopentylpropyl)-5-Tetrazolone), lime, diazonium salt, N(=O)[O-].[Na+] (sodium nitrite), ice water, S(=O)=O (sulfur dioxide). Reagents/catalysts: [Cu]Cl (copper (I) chloride). Solvent: C(C)(=O)O (acetic acid), O (water), C(C)(=O)O (acetic acid). Product: C1(CCCC1)CCCN1N=NN(C1=O)C1=CC=C(C=C1)S(=O)(=O)Cl (4-[4-(3-Cyclopentylpropyl)-5-Tetrazolon-1-Yl]-Benzenesulfonyl Chloride). As a reaction SMILES: [ClH:1].N[C:3]1[CH:8]=[CH:7][CH:6]=[CH:5][C:4]=1[N:9]1[C:13](=[O:14])[N:12]([CH2:15][CH2:16][CH2:17][CH:18]2[CH2:22][CH2:21][CH2:20][CH2:19]2)[N:11]=[N:10]1.N([O-])=O.[Na+].[S:27](=[O:29])=[O:28]>O.[Cu]Cl.C(O)(=O)C>[CH:18]1([CH2:17][CH2:16][CH2:15][N:12]2[C:13](=[O:14])[N:9]([C:4]3[CH:5]=[CH:6][C:7]([S:27]([Cl:1])(=[O:29])=[O:28])=[CH:8][CH:3]=3)[N:10]=[N:11]2)[CH2:22][CH2:21][CH2:20][CH2:19]1 |f:2.3|. Procedure details: To a solution of 32 mL of concentrated hydrochloric acid and 8 mL of glacial acetic acid at -20° C. was added 5.42 g of powdered 1-(4-aminophenyl)-4-(3-cyclopentylpropyl)-5-tetrazolone from Step D. The mixture was stirred for 5 min before a solution of 1.6 g of sodium nitrite in 10 mL of water was added at a rate which kept the temperature from rising above -10° C. The diazonium salt mixture was stirred an additional 40 min at -20° C. and then added in one portion to a solution of 32 mL of glaci... The reactants are CC(C)CNc1cc(NC(=O)OC(C)(C)C)c(NC(=O)CC(=O)c2cccc(-n3ccnc3)c2)cc1C(F)(F)F, ClCCl, O=C(O)C(F)(F)F. Product: CC(C)CNc1cc2c(cc1C(F)(F)F)NC(=O)CC(c1cccc(-n3ccnc3)c1)=N2. RXN SMILES: [C:1]([O:2][C:3](=[O:4])[NH:7][c:8]1[c:9]([NH:23][C:24]([CH2:25][C:26](=[O:5])[c:28]2[cH:29][c:30](-[n:34]3[cH:35][n:36][cH:37][cH:38]3)[cH:31][cH:32][cH:33]2)=[O:39])[cH:10][c:11]([C:19]([F:20])([F:21])[F:22])[c:12]([NH:14][CH2:15][CH:16]([CH3:17])[CH3:18])[cH:13]1)([CH3:6])([CH3:27])[CH3:40].[Cl:48][CH2:49][Cl:50].[F:41][C:42]([F:43])([F:44])[C:45]([OH:46])=[O:47]>>[N:7]1=[C:26]([c:28]2[cH:29][c:30](-[n:34]3[cH:35][n:36][cH:37][cH:38]3)[cH:31][cH:32][cH:33]2)[CH2:25][C:24](=[O:39])[NH:23][c:9]2[c:8]1[cH:13][c:12]([NH:14][CH2:15][CH:16]([CH3:17])[CH3:18])[c:11]([C:19]([F:20])([F:21])[F:22])[cH:10]2. Starting materials: NC(CO)(C)C (2-amino-2-methylpropanol), C(C1=CC=CC=C1)(C1=CC=CC=C1)O (benzhydrol), O.C1(=CC=C(C=C1)S(=O)(=O)O)C (para-toluenesulphonic acid monohydrate). Solvent: C1(=CC=CC=C1)C (toluene). Yields the product NC(COC(C1=CC=CC=C1)C1=CC=CC=C1)(C)C (2-Amino-1-diphenylmethoxy-2-methylpropane). Yield: 69.3%. RXN SMILES: [NH2:1][C:2]([CH3:6])([CH3:5])[CH2:3][OH:4].[CH:7](O)([C:14]1[CH:19]=[CH:18][CH:17]=[CH:16][CH:15]=1)[C:8]1[CH:13]=[CH:12][CH:11]=[CH:10][CH:9]=1.O.C1(C)C=CC(S(O)(=O)=O)=CC=1>C1(C)C=CC=CC=1>[NH2:1][C:2]([CH3:6])([CH3:5])[CH2:3][O:4][CH:7]([C:8]1[CH:13]=[CH:12][CH:11]=[CH:10][CH:9]=1)[C:14]1[CH:19]=[CH:18][CH:17]=[CH:16][CH:15]=1 |f:2.3|. Reported procedure: A mixture of 2-amino-2-methylpropanol (89.1 g), benzhydrol (190 g) and para-toluenesulphonic acid monohydrate (200 g) in toluene (1200 ml) was heated under reflux in a Dean-Stark apparatus for four hours and evaporated. The residue was partitioned between ether and water and the organic layer was washed with water and extracted into 10% aqueous citric acid. The acidic extract was washed with ether, basified with solid sodium carbonate and extracted into ether. The organic extract was washed with... The reactants are C(CCC)[Li] (butyl lithium), C(C)OCC (ethyl ether), O (water), C1(=CC=CC=C1)CCCCOC1=CC=C(C=O)C=C1 (4-(4-phenylbutoxy)benzaldehyde). The reagents and catalysts are [Br-].C[P+](C1=CC=CC=C1)(C1=CC=CC=C1)C1=CC=CC=C1 (methyltriphenylphosphonium bromide). The solvent is O1CCCC1 (tetrahydrofuran), CCCCCC (hexane), O1CCCC1 (tetrahydrofuran). Run at temperature 0 celsius, time 2 hour. The product is C1(=CC=CC=C1)CCCCOC1=CC=C(C=C)C=C1 (4-(4-Phenylbutoxy)styrene). Yield: 62.0%. RXN SMILES: [CH2:1]([Li])CCC.[C:6]1([CH2:12][CH2:13][CH2:14][CH2:15][O:16][C:17]2[CH:24]=[CH:23][C:20]([CH:21]=O)=[CH:19][CH:18]=2)[CH:11]=[CH:10][CH:9]=[CH:8][CH:7]=1.O.C(OCC)C>[Br-].C[P+](C1C=CC=CC=1)(C1C=CC=CC=1)C1C=CC=CC=1.O1CCCC1.CCCCCC>[C:6]1([CH2:12][CH2:13][CH2:14][CH2:15][O:16][C:17]2[CH:24]=[CH:23][C:20]([CH:21]=[CH2:1])=[CH:19][CH:18]=2)[CH:11]=[CH:10][CH:9]=[CH:8][CH:7]=1 |f:4.5|. Procedure: A solution of methyltriphenylphosphonium bromide (4.98 g, 13.9 mmol) in anhydrous tetrahydrofuran (130 ml) at 0° C. and under inert atmosphere was added with a 1.6M butyl lithium solution in hexane (8.69 ml) and the mixture was left under stirring at 0° C. for 2 h. After that, a solution of 4-(4-phenylbutoxy)benzaldehyde (2.5 g, 9.84 mmol) in tetrahydrofuran (10 ml) was added and the mixture was left under stirring at room temperature for 36 h, then carefully added with water (20 ml) and extract... Reactants: [F-].C(CCC)[N+](CCCC)(CCCC)CCCC (tetrabutylammonium fluoride), ClC1=C(CC=2C=C3C(C(=CN(C3=C(C2)F)CCO[Si](C)(C)C(C)(C)C)C(=O)OCC)=O)C=CC=C1Cl (ethyl 6-(2,3-dichlorobenzyl)-1,4-dihydro-8-fluoro-1-[2-(tert-butyldimethylsilyloxy)ethyl]-4-oxo-3-quinolinecarboxylate), O (Water). Run in C1CCOC1 (THF). Conditions: time 1 hour. The product is ClC1=C(CC=2C=C3C(C(=CN(C3=C(C2)F)CCO)C(=O)OCC)=O)C=CC=C1Cl (ethyl 6-(2,3-dichlorobenzyl)-1,4-dihydro-8-fluoro-1-(2-hydroxyethyl)-4-oxo-3-quinolinecarboxylate). RXN SMILES: [Cl:1][C:2]1[C:35]([Cl:36])=[CH:34][CH:33]=[CH:32][C:3]=1[CH2:4][C:5]1[CH:6]=[C:7]2[C:12](=[C:13]([F:15])[CH:14]=1)[N:11]([CH2:16][CH2:17][O:18][Si](C(C)(C)C)(C)C)[CH:10]=[C:9]([C:26]([O:28][CH2:29][CH3:30])=[O:27])[C:8]2=[O:31].[F-].C([N+](CCCC)(CCCC)CCCC)CCC.O>C1COCC1>[Cl:1][C:2]1[C:35]([Cl:36])=[CH:34][CH:33]=[CH:32][C:3]=1[CH2:4][C:5]1[CH:6]=[C:7]2[C:12](=[C:13]([F:15])[CH:14]=1)[N:11]([CH2:16][CH2:17][OH:18])[CH:10]=[C:9]([C:26]([O:28][CH2:29][CH3:30])=[O:27])[C:8]2=[O:31] |f:1.2|. Procedure details: Ethyl 6-(2,3-dichlorobenzyl)-1,4-dihydro-8-fluoro-1-[2-(tert-butyldimethylsilyloxy)ethyl]-4-oxo-3-quinolinecarboxylate (350 mg, 0.63 mmol) obtained in Step 5 was dissolved in THF (25 ml) and tetrabutylammonium fluoride (1M THF solution; 1.9 ml, 1.9 mmol) was added. The mixture was stirred at room temperature for 1 hr. Water was added to the reaction solution and the precipitate was collected by filtration, washed with water and vacuum-dried to give an object product (279 mg, yield quant) as a pa... Starting materials: O (water), C(C)(=S)O (thioacetic acid), BrCCCOC(=O)C=1C(C(=C(NC1C)C)C(=O)OC)C1=CC(=CC=C1)[N+](=O)[O-] (2,6-dimethyl-4-(3-nitrophenyl)-1,4-dihydropyridine-3,5-dicarboxylic acid 3-methyl ester 5-(3-bromopropyl) ester), C([O-])([O-])=O.[K+].[K+] (potassium carbonate). Solvent: CN(C=O)C (N,N-dimethylformamide). Run at time 10 minute. Product: C(C)(=O)SCCCOC(=O)C=1C(C(=C(NC1C)C)C(=O)OC)C1=CC(=CC=C1)[N+](=O)[O-] (2,6-Dimethyl-4-(3-nitrophenyl)-1,4-dihydropyridine-3,5-dicarboxylic acid 3-methyl ester 5-(3-acetylthiopropyl) ester). RXN SMILES: [C:1]([OH:4])(=[S:3])[CH3:2].C(=O)([O-])[O-].[K+].[K+].Br[CH2:12][CH2:13][CH2:14][O:15][C:16]([C:18]1[CH:19]([C:30]2[CH:35]=[CH:34][CH:33]=[C:32]([N+:36]([O-:38])=[O:37])[CH:31]=2)[C:20]([C:26]([O:28][CH3:29])=[O:27])=[C:21]([CH3:25])[NH:22][C:23]=1[CH3:24])=[O:17].O>CN(C)C=O>[C:1]([S:3][CH2:12][CH2:13][CH2:14][O:15][C:16]([C:18]1[CH:19]([C:30]2[CH:35]=[CH:34][CH:33]=[C:32]([N+:36]([O-:38])=[O:37])[CH:31]=2)[C:20]([C:26]([O:28][CH3:29])=[O:27])=[C:21]([CH3:25])[NH:22][C:23]=1[CH3:24])=[O:17])(=[O:4])[CH3:2] |f:1.2.3|. Reported procedure: To a solution of 0.30 g of thioacetic acid in 20 ml of N,N-dimethylformamide cooled on ice was added 0.50 g of potassium carbonate, and the mixture was stirred for 10 minutes. Then, 0.90 g of 2,6-dimethyl-4-(3-nitrophenyl)-1,4-dihydropyridine-3,5-dicarboxylic acid 3-methyl ester 5-(3-bromopropyl) ester was added , and the mixture was stirred at room temperature for 24 hours. The reaction solution was poured into water and extracted with dichloromethane. The organic layer was washed with water an... The reactants are ClC1=NC2=CC=CC=C2C(=N1)Cl (2,4-dichloroquinazoline), ClC1=CC=C(CN)C=C1 (4-chlorobenzylamine), CC1=NNC(=C1)C (3,5-dimethylpyrazole). Yields the product Cl.ClC1=CC=C(CNC2=NC(=NC3=CC=CC=C23)N2N=C(C=C2C)C)C=C1 ((4-Chloro-benzyl)-[2-(3,5-dimethyl-pyrazol-1-yl)-quinazolin-4-yl]-amine, Hydrochloride). As a reaction SMILES: [Cl:1][C:2]1[N:11]=[C:10](Cl)[C:9]2[C:4](=[CH:5][CH:6]=[CH:7][CH:8]=2)[N:3]=1.[Cl:13][C:14]1[CH:21]=[CH:20][C:17]([CH2:18][NH2:19])=[CH:16][CH:15]=1.[CH3:22][C:23]1[CH:27]=[C:26]([CH3:28])[NH:25][N:24]=1>>[ClH:1].[Cl:13][C:14]1[CH:21]=[CH:20][C:17]([CH2:18][NH:19][C:10]2[C:9]3[C:4](=[CH:5][CH:6]=[CH:7][CH:8]=3)[N:3]=[C:2]([N:24]3[C:23]([CH3:22])=[CH:27][C:26]([CH3:28])=[N:25]3)[N:11]=2)=[CH:16][CH:15]=1 |f:3.4|. Procedure details: Was prepared according to Method A from 2,4-dichloroquinazoline, 4-chlorobenzylamine and 3,5-dimethylpyrazole. LC-ESI-HRMS [M+H]+ 364.1319 Da. Calc. 364.132898 Da. The reactants are [BH4-].[Na+] (NaBH4), ClC=1C=CC(=C(CN2C(C3=CC=CC=C3C2=O)=O)C1)OCC1=CC=NS1 (2-[5-chloro-2-(isothiazol-5-ylmethoxy)benzyl]isoindole-1,3-dione), CC(C)O (2-propanol), O (water). Run in C1CCOC1 (THF). Conditions: time 16 hour. Yields the product ClC=1C=CC(=C(CN)C1)OCC1=CC=NS1 (5-Chloro-2-(isothiazol-5-ylmethoxy)benzylamine). Reaction SMILES: [Cl:1][C:2]1[CH:3]=[CH:4][C:5]([O:20][CH2:21][C:22]2[S:26][N:25]=[CH:24][CH:23]=2)=[C:6]([CH:19]=1)[CH2:7][N:8]1C(=O)C2C(=CC=CC=2)C1=O.CC(O)C.O.[BH4-].[Na+]>C1COCC1>[Cl:1][C:2]1[CH:3]=[CH:4][C:5]([O:20][CH2:21][C:22]2[S:26][N:25]=[CH:24][CH:23]=2)=[C:6]([CH:19]=1)[CH2:7][NH2:8] |f:3.4|. Procedure: To a mixture of 2-[5-chloro-2-(isothiazol-5-ylmethoxy)benzyl]isoindole-1,3-dione (464 mg, 1.20 mmol), 2-propanol (20 mL), water (2.5 mL), and THF (25 mL) was added NaBH4 (295 mg, 7.80 mmol). The reaction was stirred at room temperature for 16 h. The organic solvent was then removed by rotary evaporation and the resulting oil was taken up in CH2Cl2 (50 mL). The organic layer was washed with water (50 mL), saturated aqueous NaCl (50 mL), dried over NaSO4, filtered, and concentrated on a rotary eva...